From a dataset of the Open Reaction Database (ORD), a public repository of structured organic reaction records. describe an organic reaction: reactants, conditions, products, and yield The reactants are C(=O)C=1C=CC2=C(C=C(O2)C=2C=NC=C(C#N)C2NC=2C(=C3C=CNC3=CC2)C)C1 (5-(5-formyl-1-benzofuran-2-yl)-4-[(4-methyl-1H-indol-5-yl)amino]nicotinonitrile), C(C)(=O)O[BH-](OC(C)=O)OC(C)=O.[Na+] (Sodium triacetoxyborohydride), CN1CCNCC1 (N-methylpiperazine), C(C)(=O)O (acetic acid). The solvent is C(Cl)Cl (CH2Cl2), CN1CCCC1=O (NMP). Conditions: time 1 hour. Product: CC1=C2C=CNC2=CC=C1NC1=C(C=NC=C1C#N)C=1OC2=C(C1)C=C(C=C2)CN2CCN(CC2)C (4-[(4-methyl-1H-indol-5-yl)amino]-5-{5-[(4-methylpiperazin-1-yl)methyl]-1-benzofuran-2-yl}nicotinonitrile). Isolated yield 57.6%. Reaction SMILES: [CH:1]([C:3]1[CH:4]=[CH:5][C:6]2[O:10][C:9]([C:11]3[CH:12]=[N:13][CH:14]=[C:15]([C:18]=3[NH:19][C:20]3[C:21]([CH3:29])=[C:22]4[C:26](=[CH:27][CH:28]=3)[NH:25][CH:24]=[CH:23]4)[C:16]#[N:17])=[CH:8][C:7]=2[CH:30]=1)=O.[CH3:31][N:32]1[CH2:37][CH2:36][NH:35][CH2:34][CH2:33]1.C(O)(=O)C.C(O[BH-](OC(=O)C)OC(=O)C)(=O)C.[Na+]>C(Cl)Cl.CN1C(=O)CCC1>[CH3:29][C:21]1[C:20]([NH:19][C:18]2[C:15]([C:16]#[N:17])=[CH:14][N:13]=[CH:12][C:11]=2[C:9]2[O:10][C:6]3[CH:5]=[CH:4][C:3]([CH2:1][N:35]4[CH2:36][CH2:37][N:32]([CH3:31])[CH2:33][CH2:34]4)=[CH:30][C:7]=3[CH:8]=2)=[CH:28][CH:27]=[C:26]2[C:22]=1[CH:23]=[CH:24][NH:25]2 |f:3.4|. Procedure details: To a solution of 5-(5-formyl-1-benzofuran-2-yl)-4-[(4-methyl-1H-indol-5-yl)amino]nicotinonitrile (800 mg, 2.04 mmol) in a mixture of CH2Cl2 (40 mL) and NMP (5 mL) at room temperature under nitrogen was added N-methylpiperazine (613 mg, 6.12 mmol) followed by glacial acetic acid (674 mg, 11.22 mmol) and the reaction mixture was stirred at room temperature for 1 h. Sodium triacetoxyborohydride (2.38 g, 11.22 mmol) was added to the reaction mixture and the reaction was stirred at room temperature f...